Dataset: the Open Reaction Database (ORD), a public repository of structured organic reaction records. Task: describe an organic reaction: reactants, conditions, products, and yield The reactants are O=C(O)c1ccc([N+](=O)[O-])s1, CCNc1cccc(C)c1. The reagents and catalysts are CCN=C=NCCCN(C)C.Cl (EDC-HCl), CCN(C(C)C)C(C)C (DIPEA), C1CC(=O)N(C1=O)O (N-Hydroxysuccinimide). Run in CN(C)C=O (DMF), CN(C)C=O (DMF), CN(C)C=O (DMF), CN(C)C=O (DMF), CN(C)C=O (DMF), CN(C)C=O (DMF). Run at temperature 25 celsius, time 2 hour. The product is CCN(C(=O)c1ccc([N+](=O)[O-])s1)c1cccc(C)c1. Yield: 2.2%. As a reaction SMILES: CCNc1cccc(C)c1.O=C(O)c1ccc([N+](=O)[O-])s1.CCN=C=NCCCN(C)C.Cl.C1CC(=O)N(C1=O)O.CCN(C(C)C)C(C)C.CN(C)C=O>>CCN(C(=O)c1ccc([N+](=O)[O-])s1)c1cccc(C)c1. Reactants: CC(=Cc1ccc(C(=O)O)cc1)[N+](=O)[O-], Cl, [Fe], C1COCCO1, O. The product is CC(=O)Cc1ccc(C(=O)O)cc1. RXN SMILES: [C:2](=[O:3])([OH:4])[c:5]1[cH:6][cH:7][c:8]([CH:11]=[C:12]([CH3:13])[N+:14]([O-:15])=[O:16])[cH:9][cH:10]1.[ClH:1].[Fe:24].[O:18]1[CH2:19][CH2:20][O:21][CH2:22][CH2:23]1.[OH2:17]>>[C:2](=[O:3])([OH:4])[c:5]1[cH:6][cH:7][c:8]([CH2:11][C:12]([CH3:13])=[O:17])[cH:9][cH:10]1.